Dataset: the Open Reaction Database (ORD), a public repository of structured organic reaction records. Task: describe an organic reaction: reactants, conditions, products, and yield Reaction SMILES: [OH:1][C:2]1[CH:3]=[CH:4][C:5]2[C:17](=[O:18])[C:16]3[C:15]4[C:10](=[CH:11][C:12]([C:19]#[N:20])=[CH:13][CH:14]=4)[NH:9][C:8]=3[C:7]([CH3:22])([CH3:21])[C:6]=2[CH:23]=1.Br[C:25]1[N:30]=[CH:29][CH:28]=[CH:27][N:26]=1>>[CH3:22][C:7]1([CH3:21])[C:8]2[NH:9][C:10]3[C:15](=[CH:14][CH:13]=[C:12]([C:19]#[N:20])[CH:11]=3)[C:16]=2[C:17](=[O:18])[C:5]2[CH:4]=[CH:3][C:2]([O:1][C:25]3[N:30]=[CH:29][CH:28]=[CH:27][N:26]=3)=[CH:23][C:6]1=2. Reported procedure: Under the same conditions as the method for synthesizing Compound A7-17, the title compound was prepared from Compound A6 and 2-bromopyrimidine. Reactants: OC=1C=CC2=C(C(C=3NC4=CC(=CC=C4C3C2=O)C#N)(C)C)C1 (8-Hydroxy-6,6-dimethyl-11-oxo-6,11-dihydro-5H-benzo[b]carbazole-3-carbonitrile), BrC1=NC=CC=N1 (2-bromopyrimidine). The product is CC1(C2=C(C(C=3C4=CC=C(C=C4NC13)C#N)=O)C=CC(=C2)OC2=NC=CC=N2)C (6,6-Dimethyl-11-oxo-8-(pyrimidin-2-yloxy)-6,11-dihydro-5H-benzo[b]carbazole-3-carbonitrile). Starting materials: O=C(O)c1cc(Br)cs1, Cn1nccc1B1OCC(C)(C)CO1, [K+], [K+], O=C([O-])[O-], C1COCCO1, O. The product is Cn1nccc1-c1csc(C(=O)O)c1. As a reaction SMILES: [Br:1][c:2]1[cH:3][c:4]([C:7](=[O:8])[OH:9])[s:5][cH:6]1.[CH3:16][C:17]1([CH3:18])[CH2:19][O:20][B:21]([c:23]2[cH:24][cH:25][n:26][n:27]2[CH3:28])[O:22][CH2:29]1.[K+:10].[K+:11].[O-:12][C:13]([O-:14])=[O:15].[O:30]1[CH2:31][CH2:32][O:33][CH2:34][CH2:35]1.[OH2:36]>>[c:2]1(-[c:23]2[cH:24][cH:25][n:26][n:27]2[CH3:28])[cH:3][c:4]([C:7](=[O:8])[OH:9])[s:5][cH:6]1. Reactants: 1-(m-chlorophenyl)-N-methyl-1,2-cyclopropanedicarboximide, Cl.ClC=1C=C(C=CC1)C12CNCC2C1 (1-(m-chlorophenyl)-3-azabicyclo[3.1.0]hexane hydrochloride), CI (methyl iodide). Product: Cl.ClC=1C=C(C=CC1)C12CN(CC2C1)C (1-(m-chlorophenyl)-3-methyl-3-azabicyclo[3.1.0]hexane hydrochloride). Reaction SMILES: Cl.[Cl:2][C:3]1[CH:4]=[C:5]([C:9]23[CH2:14][CH:13]2[CH2:12][NH:11][CH2:10]3)[CH:6]=[CH:7][CH:8]=1.[CH3:15]I>>[ClH:2].[Cl:2][C:3]1[CH:4]=[C:5]([C:9]23[CH2:14][CH:13]2[CH2:12][N:11]([CH3:15])[CH2:10]3)[CH:6]=[CH:7][CH:8]=1 |f:0.1,3.4|. Procedure details: By the method of Example 10, 1-(m-chlorophenyl)-N-methyl-1,2-cyclopropanedicarboximide, m.p. 72°-73° C., prepared from 1-(m-chlorophenyl)-1,2-cyclopropanedicarboximide (Example 6) and methyl iodide gives 1-(m-chlorophenyl)-3-methyl-3-azabicyclo[3.1.0]hexane hydrochloride as colorless crystals, m.p. 180°-182° C. The reactants are O=C([O-])[O-], CN(C)C=O, Clc1cc2ccccc2c(Cl)n1, [K+], [K+], CCOC(=O)COc1ccc(O)cc1. The product is CCOC(=O)COc1ccc(Oc2nc(Cl)cc3ccccc23)cc1. Reaction SMILES: [C:27](=[O:28])([O-:29])[O-:30].[CH3:33][N:34]([CH3:35])[CH:36]=[O:37].[Cl:15][c:16]1[n:17][c:18]([Cl:26])[cH:19][c:20]2[cH:21][cH:22][cH:23][cH:24][c:25]12.[K+:31].[K+:32].[OH:1][c:2]1[cH:3][cH:4][c:5]([O:6][CH2:7][C:8](=[O:9])[O:10][CH2:11][CH3:12])[cH:13][cH:14]1>>[O:1]([c:2]1[cH:3][cH:4][c:5]([O:6][CH2:7][C:8](=[O:9])[O:10][CH2:11][CH3:12])[cH:13][cH:14]1)[c:16]1[n:17][c:18]([Cl:26])[cH:19][c:20]2[cH:21][cH:22][cH:23][cH:24][c:25]12. Starting materials: dl-5 Benzyloxymethyl-cyclopent-2-enyl-4-hydroxy-1-acetic acid, CC(C)C1=CC2=C(C=C1)[C@]3(CCC[C@@]([C@@H]3CC2)(C)CN)C (dehydroabietylamine). The solvent is CCOCC (ether), CCOCC (ether). Product: CC(C)C1=CC2=C(C=C1)[C@]3(CCC[C@]([C@@H]3CC2)(C)CN)C (dehydroabiethylamine), 1-5α-benzyloxymethyl-4β-hydroxycyclopent-2-enyl-1β-acetic acid. RXN SMILES: [CH3:1][CH:2]([C:4]1[CH:9]=[CH:8][C:7]2[C@:10]3([CH3:21])[C@@H:15]([CH2:16][CH2:17][C:6]=2[CH:5]=1)[C@@:14]([CH2:19][NH2:20])([CH3:18])[CH2:13][CH2:12][CH2:11]3)[CH3:3]>CCOCC>[CH3:3][CH:2]([C:4]1[CH:9]=[CH:8][C:7]2[C@:10]3([CH3:21])[C@@H:15]([CH2:16][CH2:17][C:6]=2[CH:5]=1)[C@:14]([CH2:19][NH2:20])([CH3:18])[CH2:13][CH2:12][CH2:11]3)[CH3:1]. Procedure details: dl-5-Benzyloxymethyl-cyclopent-2-enyl-4-hydroxy-1-acetic acid (88.5 g.) in ether (1500 ml.) was slowly treated with dehydroabietylamine (92.4 g.) in ether (500 ml.). The precipitated salt (140 g., [α]DMeOH = + 19°) was collected by filtration and was crystallised from benzene (20 ml./g.) to afford a salt (54 g.), [α]D = + 13° (methanol). Two subsequent crystallisations from benzene (50 ml./g; 2 hours at room temperature) gave the dehydroabiethylamine salt of 1-5α-benzyloxymethyl-4β-hydroxycyclop...